This data is from the Open Reaction Database (ORD), a public repository of structured organic reaction records. The task is: describe an organic reaction: reactants, conditions, products, and yield Reactants: C(C)OC(=O)C=1C2=C(N(C1)C(=O)OC(C)(C)C)CCCC(C2=O)C(C)=O (5-acetyl-4-oxo-5,6,7,8-tetrahydro-4H-cyclohepta[b]pyrrole-1,3-dicarboxylic acid 1-tert-butyl ester 3-ethyl ester), Cl.NO (hydroxylamine hydrochloride). The solvent is CCO (EtOH). Reaction conditions: temperature 100 celsius. Yields the product C(C)OC(=O)C1=CNC=2CCCC3=C(C12)ON=C3C (3-methyl-4,5,6,7-tetrahydro-1-oxa-2,7-diaza-cyclopenta[e]azulene-9-carboxylic acid ethyl ester). Yield: 76.0%. As a reaction SMILES: [CH2:1]([O:3][C:4]([C:6]1[C:7]2[C:22](=[O:23])[CH:21]([C:24](=O)[CH3:25])[CH2:20][CH2:19][CH2:18][C:8]=2[N:9](C(OC(C)(C)C)=O)[CH:10]=1)=[O:5])[CH3:2].Cl.[NH2:28]O>CCO>[CH2:1]([O:3][C:4]([C:6]1[C:7]2[C:22]3[O:23][N:28]=[C:24]([CH3:25])[C:21]=3[CH2:20][CH2:19][CH2:18][C:8]=2[NH:9][CH:10]=1)=[O:5])[CH3:2] |f:1.2|. Reported procedure: In a sealed tube were 5-acetyl-4-oxo-5,6,7,8-tetrahydro-4H-cyclohepta[b]pyrrole-1,3-dicarboxylic acid 1-tert-butyl ester 3-ethyl ester (1.1 mmol) and hydroxylamine hydrochloride (2.2 mmol) and 10 mL EtOH. The mixture is heated at 100° C. for 16 hours. The solvent is evaporated in vacuo and the residue is taken up in CH2Cl2 and washed two times with NaHCO3 (aq). The organic layer is dried over Na2SO4 and evaporated in vacuo and the residue chromatographed using 10% MeOH in CH2Cl2 as mobile phase ... Starting materials: C(C)(=O)O (acetic acid), C(C)(=O)OC(C)=O (acetic anhydride), C(C)(=O)OCC1OCOC1COC(C)=O ((4RS,5SR)-4,5-bis(acetoxymethyl)-1,3-dioxolane). The reagents and catalysts are [Cl-].[Zn+2].[Cl-] (zinc chloride). Run at time 8 hour. Product: C(C)(=O)OCOC(COC(C)=O)C(COC(C)=O)OC(C)=O ((2RS,3SR)-2-acetoxymethoxy-1,3,4-triacetoxybutane). Isolated yield 92.0%. As a reaction SMILES: [C:1]([O:4][C:5](=[O:7])[CH3:6])(=[O:3])C.[C:8]([O:11][CH2:12][CH:13]1[CH:17]([CH2:18][O:19][C:20](=[O:22])[CH3:21])[O:16][CH2:15][O:14]1)(=[O:10])[CH3:9].[C:23](O)(=O)C>[Cl-].[Zn+2].[Cl-]>[C:5]([O:4][CH2:1][O:3][CH:13]([CH:17]([O:16][C:15](=[O:14])[CH3:23])[CH2:18][O:19][C:20](=[O:22])[CH3:21])[CH2:12][O:11][C:8](=[O:10])[CH3:9])(=[O:7])[CH3:6] |f:3.4.5|. Procedure: 20 ml of acetic anhydride was added to 12.2 g of (4RS,5SR)-4,5-bis(acetoxymethyl)-1,3-dioxolane obtained in Example 20. The mixture was mixed to dissolution at room temperature. To this were added 0.7 g of anhydrous zinc chloride and 2 ml of glacial acetic acid. The mixture was stirred overnight at room temperature and extracted with 300 ml of ethyl acetate. The extract was neutralized with saturated aqueous solution of sodium hydrogen carbonate. After washing with water and drying over anhydrou... Yield: 99.9%. Yields the product FC1=CC=C(C=C1)C1=C(N(N=N1)C)COC=1C=C(N(N1)C)C(=O)OC (Methyl 5-[5-(4-fluoro-phenyl)-3-methyl-3H-[1,2,3]triazol-4-ylmethoxy]-2-methyl-2H-pyrazole-3-carboxylate). Procedure details: To a solution of [5-(4-fluoro-phenyl)-3-methyl-3H-[1,2,3]triazol-4-yl]-methanol (290 mg, 1.4 mmol) in THF (30 mL) was added 5-hydroxy-2-methyl-2H-pyrazole-3-carboxylic acid methyl ester (218 mg, 1.4 mmol) and triphenylphosphine (477 mg, 1.82 mmol) at ambient temperature under an argon atmosphere. Then diethyl azodicarboxylate (641 μL, 3.5 mmol) was added and the reaction mixture was stirred for 16 h at room temperature. Concentration and purification by chromatography (silica, 20 to 50% ethyl ac... Starting materials: FC1=CC=C(C=C1)C1=C(N(N=N1)C)CO ([5-(4-fluoro-phenyl)-3-methyl-3H-[1,2,3]triazol-4-yl]-methanol), COC(=O)C=1N(N=C(C1)O)C (5-hydroxy-2-methyl-2H-pyrazole-3-carboxylic acid methyl ester), C1(=CC=CC=C1)P(C1=CC=CC=C1)C1=CC=CC=C1 (triphenylphosphine), N(=NC(=O)OCC)C(=O)OCC (diethyl azodicarboxylate). Run in C1CCOC1 (THF). Run at time 16 hour. As a reaction SMILES: [F:1][C:2]1[CH:7]=[CH:6][C:5]([C:8]2[N:12]=[N:11][N:10]([CH3:13])[C:9]=2[CH2:14][OH:15])=[CH:4][CH:3]=1.[CH3:16][O:17][C:18]([C:20]1[N:21]([CH3:26])[N:22]=[C:23](O)[CH:24]=1)=[O:19].C1(P(C2C=CC=CC=2)C2C=CC=CC=2)C=CC=CC=1.N(C(OCC)=O)=NC(OCC)=O>C1COCC1>[F:1][C:2]1[CH:3]=[CH:4][C:5]([C:8]2[N:12]=[N:11][N:10]([CH3:13])[C:9]=2[CH2:14][O:15][C:23]2[CH:24]=[C:20]([C:18]([O:17][CH3:16])=[O:19])[N:21]([CH3:26])[N:22]=2)=[CH:6][CH:7]=1. Starting materials: CSc1ccc(Oc2ncccc2C(=O)NC2CCC(C(=O)OCc3ccccc3)CC2)cc1, CO, CN(C)C=O, O=CO, [Pd]. Yields the product CSc1ccc(Oc2ncccc2C(=O)NC2CCC(C(=O)O)CC2)cc1. As a reaction SMILES: [CH2:1]([c:2]1[cH:3][cH:4][cH:5][cH:6][cH:7]1)[O:8][C:9](=[O:10])[CH:11]1[CH2:12][CH2:13][CH:14]([NH:17][C:18](=[O:19])[c:20]2[c:21]([O:26][c:27]3[cH:28][cH:29][c:30]([S:33][CH3:34])[cH:31][cH:32]3)[n:22][cH:23][cH:24][cH:25]2)[CH2:15][CH2:16]1.[CH3:38][OH:39].[CH3:40][N:41]([CH3:42])[CH:43]=[O:44].[CH:35]([OH:36])=[O:37].[Pd:45]>>[O:8]=[C:9]([OH:10])[CH:11]1[CH2:12][CH2:13][CH:14]([NH:17][C:18](=[O:19])[c:20]2[c:21]([O:26][c:27]3[cH:28][cH:29][c:30]([S:33][CH3:34])[cH:31][cH:32]3)[n:22][cH:23][cH:24][cH:25]2)[CH2:15][CH2:16]1. Starting materials: CC(=O)c1ccc(B(O)O)cc1, CS(C)=O, COc1ccc(-c2nc3cc(Br)ccc3o2)cc1[N+](=O)[O-]. The product is COc1ccc(-c2nc3cc(-c4ccc(C(C)=O)cc4)ccc3o2)cc1[N+](=O)[O-]. Reaction SMILES: [C:22]([CH3:23])(=[O:24])[c:25]1[cH:26][cH:27][c:28]([B:31]([OH:32])[OH:33])[cH:29][cH:30]1.[CH3:34][S:35]([CH3:36])=[O:37].[N+:1](=[O:2])([O-:3])[c:4]1[cH:5][c:6](-[c:12]2[o:13][c:14]3[c:15]([n:16]2)[cH:17][c:18]([Br:21])[cH:19][cH:20]3)[cH:7][cH:8][c:9]1[O:10][CH3:11]>>[N+:1](=[O:2])([O-:3])[c:4]1[cH:5][c:6](-[c:12]2[o:13][c:14]3[c:15]([n:16]2)[cH:17][c:18](-[c:28]2[cH:27][cH:26][c:25]([C:22]([CH3:23])=[O:24])[cH:30][cH:29]2)[cH:19][cH:20]3)[cH:7][cH:8][c:9]1[O:10][CH3:11]. Reagents/catalysts: [C-]#N.[Zn+2].[C-]#N (zinc cyanide), C=1C=CC(=CC1)[P](C=2C=CC=CC2)(C=3C=CC=CC3)[Pd]([P](C=4C=CC=CC4)(C=5C=CC=CC5)C=6C=CC=CC6)([P](C=7C=CC=CC7)(C=8C=CC=CC8)C=9C=CC=CC9)[P](C=1C=CC=CC1)(C=1C=CC=CC1)C=1C=CC=CC1 (tetrakis(triphenylphosphine)palladium(0)). Procedure details: 4.59 g (8.72 mmol) of the compound from Example 35A, 758 mg (6.45 mmol) of zinc cyanide and 504 mg (0.436 mmol) of tetrakis(triphenylphosphine)palladium(0) are dissolved in 40 ml of DMF and then, divided into three mixtures, heated in a single mode microwave (Emrys Opzimizer) at 220° C. for 5 min. The individual mixtures are then recombined, and the solvent is removed in a rotary evaporator. The crude product is taken up in ethyl acetate and filtered through kieselguhr. The organic phase is wash... Reaction conditions: temperature 220 celsius. The product is C(#N)C1=CC(=C(C=C1)C1C(=C(NC2=CC=NC(=C12)OCC)C)C(=O)OCCC#N)OC(F)(F)F (2-Cyanoethyl 4-[4-cyano-2-(trifluoromethoxy)phenyl]-5-ethoxy-2-methyl-1,4-dihydro-1,6-naphthyridine-3-carboxylate). RXN SMILES: Br[C:2]1[CH:7]=[CH:6][C:5]([CH:8]2[C:17]3[C:12](=[CH:13][CH:14]=[N:15][C:16]=3[O:18][CH2:19][CH3:20])[NH:11][C:10]([CH3:21])=[C:9]2[C:22]([O:24][CH2:25][CH2:26][C:27]#[N:28])=[O:23])=[C:4]([O:29][C:30]([F:33])([F:32])[F:31])[CH:3]=1.[CH3:34][N:35](C=O)C>[C-]#N.[Zn+2].[C-]#N.C1C=CC([P]([Pd]([P](C2C=CC=CC=2)(C2C=CC=CC=2)C2C=CC=CC=2)([P](C2C=CC=CC=2)(C2C=CC=CC=2)C2C=CC=CC=2)[P](C2C=CC=CC=2)(C2C=CC=CC=2)C2C=CC=CC=2)(C2C=CC=CC=2)C2C=CC=CC=2)=CC=1>[C:34]([C:2]1[CH:7]=[CH:6][C:5]([CH:8]2[C:17]3[C:12](=[CH:13][CH:14]=[N:15][C:16]=3[O:18][CH2:19][CH3:20])[NH:11][C:10]([CH3:21])=[C:9]2[C:22]([O:24][CH2:25][CH2:26][C:27]#[N:28])=[O:23])=[C:4]([O:29][C:30]([F:32])([F:33])[F:31])[CH:3]=1)#[N:35] |f:2.3.4,^1:47,49,68,87|. The reactants are BrC1=CC(=C(C=C1)C1C(=C(NC2=CC=NC(=C12)OCC)C)C(=O)OCCC#N)OC(F)(F)F (2-Cyanoethyl 4-[4-bromo-2-(trifluoromethoxy)phenyl]-5-ethoxy-2-methyl-1,4-dihydro-1,6-naphthyridine-3-carboxylate), CN(C)C=O (DMF). The reactants are NN, Cn1ncc(-c2ccccc2)c1-c1csc(C(=O)NC(Cc2ccccc2C(F)(F)F)CN2C(=O)c3ccccc3C2=O)c1. The product is Cn1ncc(-c2ccccc2)c1-c1csc(C(=O)NC(CN)Cc2ccccc2C(F)(F)F)c1. Reaction SMILES: [NH2:45][NH2:46].[O:1]=[C:2]1[N:3]([CH2:12][CH:13]([CH2:14][c:15]2[c:16]([C:21]([F:22])([F:23])[F:24])[cH:17][cH:18][cH:19][cH:20]2)[NH:25][C:26](=[O:27])[c:28]2[s:29][cH:30][c:31](-[c:33]3[c:34](-[c:39]4[cH:40][cH:41][cH:42][cH:43][cH:44]4)[cH:35][n:36][n:37]3[CH3:38])[cH:32]2)[C:10](=[O:11])[c:5]2[c:4]1[cH:9][cH:8][cH:7][cH:6]2>>[NH2:3][CH2:12][CH:13]([CH2:14][c:15]1[c:16]([C:21]([F:22])([F:23])[F:24])[cH:17][cH:18][cH:19][cH:20]1)[NH:25][C:26](=[O:27])[c:28]1[s:29][cH:30][c:31](-[c:33]2[c:34](-[c:39]3[cH:40][cH:41][cH:42][cH:43][cH:44]3)[cH:35][n:36][n:37]2[CH3:38])[cH:32]1.